From a dataset of the Open Reaction Database (ORD), a public repository of structured organic reaction records. describe an organic reaction: reactants, conditions, products, and yield Reactants: CC(C)(C)OC(=O)N1C[C@H](OC[C@H]1CC)C(=O)O ((2S,5R)-4-{[(1,1-dimethylethyl)oxy]carbonyl}-5-ethyl-2-morpholinecarboxylic acid), C1(CCCCC1)N (cyclohexylamine), C1=CC2=C(N=C1)N(N=N2)O (HOAt), C(CCl)Cl (EDC). Solvent: C(Cl)Cl (CH2Cl2). Reaction conditions: time 8 hour. The product is C1(CCCCC1)NC(=O)[C@@H]1CN([C@@H](CO1)CC)C(=O)OC(C)(C)C (1,1-Dimethylethyl(2S,5R)-2-[(cyclohexylamino)carbonyl]-5-ethyl-4-morpholinecarboxylate). Yield: 90.2%. RXN SMILES: [CH3:1][C:2]([O:5][C:6]([N:8]1[C@H:13]([CH2:14][CH3:15])[CH2:12][O:11][C@H:10]([C:16]([OH:18])=O)[CH2:9]1)=[O:7])([CH3:4])[CH3:3].[CH:19]1([NH2:25])[CH2:24][CH2:23][CH2:22][CH2:21][CH2:20]1.C1C=NC2N(O)N=NC=2C=1.C(Cl)CCl>C(Cl)Cl>[CH:19]1([NH:25][C:16]([C@H:10]2[O:11][CH2:12][C@@H:13]([CH2:14][CH3:15])[N:8]([C:6]([O:5][C:2]([CH3:1])([CH3:3])[CH3:4])=[O:7])[CH2:9]2)=[O:18])[CH2:24][CH2:23][CH2:22][CH2:21][CH2:20]1. Reported procedure: To (2S,5R)-4-{[(1,1-dimethylethyl)oxy]carbonyl}-5-ethyl-2-morpholinecarboxylic acid (0.250 g, 0.964 mmol) in CH2Cl2 (10 mL) were added cyclohexylamine (0.096 g, 0.964 mmol), HOAt (0.131 g, 0.964 mmol) and EDC (0.222 g, 1.157 mmol), and the reaction was stirred at room temperature overnight. The reaction mixture was washed with H2O (2×) and the organics were dried over Na2SO4 and concentrated to afford the title compound (0.296 g) as a brown oil. LC-MS (ES) m/z=241 [M+H-Boc]+. The reactants are C1(C=2C(C(N1)=O)=CC=CC2)=O.[K] (Potassium phthalimide), BrCCCCCCCC1=CN=C(N1S(N(C)C)(=O)=O)[Si](C)(C)C(C)(C)C (5-(7-Bromoheptyl)-2-(tert-butyldimethylsilyl)-1-(N,N-dimethylsulfamoyl)imidazole), O (Water). The solvent is CN(C=O)C (N,N-dimethylformamide). Reaction conditions: temperature 100 celsius. Product: CN(S(=O)(=O)N1C=NC=C1CCCCCCCN1C(C=2C(C1=O)=CC=CC2)=O)C (1-(N,N-Dimethylsulfamoyl)-5-(7-phthalimidoheptyl)-imidazole). The yield is 92.9%. RXN SMILES: [C:1]1(=[O:11])[NH:5][C:4](=[O:6])[C:3]2=[CH:7][CH:8]=[CH:9][CH:10]=[C:2]12.[K].Br[CH2:14][CH2:15][CH2:16][CH2:17][CH2:18][CH2:19][CH2:20][C:21]1[N:25]([S:26](=[O:31])(=[O:30])[N:27]([CH3:29])[CH3:28])[C:24]([Si](C(C)(C)C)(C)C)=[N:23][CH:22]=1.O>CN(C)C=O>[CH3:28][N:27]([CH3:29])[S:26]([N:25]1[C:21]([CH2:20][CH2:19][CH2:18][CH2:17][CH2:16][CH2:15][CH2:14][N:5]2[C:1](=[O:11])[C:2]3=[CH:10][CH:9]=[CH:8][CH:7]=[C:3]3[C:4]2=[O:6])=[CH:22][N:23]=[CH:24]1)(=[O:30])=[O:31] |f:0.1,^1:11|. Procedure details: Potassium phthalimide (1.67 g, 9.00 mmol) was added to a solution of the product from step b (2.10 g, 4.50 mmol) in dry N,N-dimethylformamide (10 ml), under an atmosphere of argon. The mixture was stirred and heated at 100° C. for 18 h and allowed to cool to room temperature. Water (75 ml) was added and the mixture extracted with dichloromethane (3×40 ml). The combined extracts were evaporated, the residue dissolved in ethyl acetate (75 ml) and the solution washed five times with brine. The solv... Starting materials: [H-].[Na+] (sodium hydride), oil, BrCC=1SC(=CN1)C=1C=C(C=C(C1)C)NC1=NC=CC(=N1)C(F)(F)F (N-{3-[2-(bromomethyl)-1,3-thiazol-5-yl]-5-methylphenyl}-4-(trifluoromethyl)pyrimidin-2-amine), O=C1NCCC1C(=O)OCC (Ethyl 2-oxopyrrolidine-3-carboxylate). Solvent: O1CCCC1 (tetrahydrofuran), O1CCCC1 (tetrahydrofuran), C(C)(=O)OCC (ethyl acetate). Run at temperature 0 celsius, time 15 minute. Product: CC=1C=C(C=C(C1)NC1=NC=CC(=N1)C(F)(F)F)C1=CN=C(S1)CC1(C(NCC1)=O)C(=O)OCC (ethyl 3-{[5-(3-methyl-5-{[4-(trifluoromethyl)-pyrimidin-2-yl]amino}phenyl)-1,3-thiazol-2-yl]methyl}-2-oxopyrrolidine-3-carboxylate). Yield: 25.8%. RXN SMILES: [H-].[Na+].[O:3]=[C:4]1[CH:8]([C:9]([O:11][CH2:12][CH3:13])=[O:10])[CH2:7][CH2:6][NH:5]1.Br[CH2:15][C:16]1[S:17][C:18]([C:21]2[CH:22]=[C:23]([NH:28][C:29]3[N:34]=[C:33]([C:35]([F:38])([F:37])[F:36])[CH:32]=[CH:31][N:30]=3)[CH:24]=[C:25]([CH3:27])[CH:26]=2)=[CH:19][N:20]=1>O1CCCC1.C(OCC)(=O)C>[CH3:27][C:25]1[CH:26]=[C:21]([C:18]2[S:17][C:16]([CH2:15][C:8]3([C:9]([O:11][CH2:12][CH3:13])=[O:10])[CH2:7][CH2:6][NH:5][C:4]3=[O:3])=[N:20][CH:19]=2)[CH:22]=[C:23]([NH:28][C:29]2[N:34]=[C:33]([C:35]([F:37])([F:36])[F:38])[CH:32]=[CH:31][N:30]=2)[CH:24]=1 |f:0.1|. Procedure details: To sodium hydride in mineral oil (60%, 0.007 g, 0.33 mmol) was added tetrahydrofuran (1.8 mL) and the suspension was cooled to 0° C. Ethyl 2-oxopyrrolidine-3-carboxylate (0.044 g, 0.28 mmol) was added and the solution was stirred for 15 minutes. N-{3-[2-(bromomethyl)-1,3-thiazol-5-yl]-5-methylphenyl}-4-(trifluoromethyl)pyrimidin-2-amine (0.100 g, 0.23 mmol) was dissolved in tetrahydrofuran (1.8 mL) and then added to the flask. The reaction was allowed to warm to room temperature overnight. The r... Reaction SMILES: Br[C:2]1[CH:17]=[CH:16][CH:15]=[CH:14][C:3]=1[O:4][C:5]1[CH:10]=[C:9]([CH:11]2[CH2:13][CH2:12]2)[N:8]=[CH:7][N:6]=1.[F:18][C:19]1[CH:24]=[C:23](B2OC(C)(C)C(C)(C)O2)[CH:22]=[CH:21][C:20]=1[C:34]1[CH:35]=[N:36][C:37]([NH2:40])=[N:38][CH:39]=1>>[CH:11]1([C:9]2[N:8]=[CH:7][N:6]=[C:5]([O:4][C:3]3[CH:14]=[CH:15][CH:16]=[CH:17][C:2]=3[C:23]3[CH:22]=[CH:21][C:20]([C:34]4[CH:39]=[N:38][C:37]([NH2:40])=[N:36][CH:35]=4)=[C:19]([F:18])[CH:24]=3)[CH:10]=2)[CH2:13][CH2:12]1. Product: C1(CC1)C1=CC(=NC=N1)OC1=C(C=CC=C1)C1=CC(=C(C=C1)C=1C=NC(=NC1)N)F (5-{2′-[(6-Cyclopropylpyrimidin-4-yl)oxy]-3-fluorobiphenyl-4-yl}pyrimidin-2-amine). The reactants are BrC1=C(OC2=NC=NC(=C2)C2CC2)C=CC=C1 (4-(2-bromophenoxy)-6-cyclopropylpyrimidine), FC1=C(C=CC(=C1)B1OC(C(O1)(C)C)(C)C)C=1C=NC(=NC1)N (5-(2-fluoro-4-(4,4,5,5-tetramethyl-1,3,2-dioxaborolan-2-yl)phenyl)pyrimidin-2-amine). Procedure: The title compound was prepared in a manner similar to that described in Example 88 using 4-(2-bromophenoxy)-6-cyclopropylpyrimidine and 5-(2-fluoro-4-(4,4,5,5-tetramethyl-1,3,2-dioxaborolan-2-yl)phenyl)pyrimidin-2-amine. MS (ESI): mass calcd. for C23H18FN5O, 399.15; m/z found, 399.9 [M+H]+. 1H NMR (400 MHz, DMSO-d6) δ 8.45 (s, 1H), 8.42 (s, 2H), 7.56-7.50 (m, 2H), 7.48-7.43 (m, 1H), 7.41-7.36 (m, 1H), 7.33-7.23 (m, 3H), 6.99 (s, 1H), 6.86 (s, 2H), 2.09-2.01 (m, 1H), 1.02-0.92 (m, 4H).